From a dataset of the Open Reaction Database (ORD), a public repository of structured organic reaction records. describe an organic reaction: reactants, conditions, products, and yield The reactants are COC1=CC=C(OC=2C=CC(=C(C2)N(C(OC(C)(C)C)=O)C)[N+](=O)[O-])C=C1 (t-butyl N-[5-(4-methoxyphenoxy)-2-nitrophenyl]-N-methylcarbamate). The reagents and catalysts are [Pd] (palladium on carbon). The solvent is CO (methanol). The product is NC1=C(C=C(C=C1)OC1=CC=C(C=C1)OC)N(C(OC(C)(C)C)=O)C (t-Butyl N-[2-amino-5-(4-methoxyphenoxy)phenyl]-N-methylcarbamate). Yield: 94.1%. RXN SMILES: [CH3:1][O:2][C:3]1[CH:27]=[CH:26][C:6]([O:7][C:8]2[CH:9]=[CH:10][C:11]([N+:23]([O-])=O)=[C:12]([N:14]([CH3:22])[C:15](=[O:21])[O:16][C:17]([CH3:20])([CH3:19])[CH3:18])[CH:13]=2)=[CH:5][CH:4]=1>[Pd].CO>[NH2:23][C:11]1[CH:10]=[CH:9][C:8]([O:7][C:6]2[CH:5]=[CH:4][C:3]([O:2][CH3:1])=[CH:27][CH:26]=2)=[CH:13][C:12]=1[N:14]([CH3:22])[C:15](=[O:21])[O:16][C:17]([CH3:18])([CH3:20])[CH3:19]. Procedure details: In a similar manner to that described in Reference Example 7, a reaction was carried out using t-butyl N-[5-(4-methoxyphenoxy)-2-nitrophenyl]-N-methylcarbamate (7.2 g), palladium on carbon (10%, 0.5 g) and methanol (100 ml) and the reaction mixture was purified to give the title compound (6.23 g).